From a dataset of the Open Reaction Database (ORD), a public repository of structured organic reaction records. describe an organic reaction: reactants, conditions, products, and yield The reactants are NN, CCOC(=O)c1cnc2n(c1=O)CCC2, O. Product: NNC(=O)c1cnc2n(c1=O)CCC2. Reaction SMILES: [NH2:17][NH2:18].[O:1]=[c:2]1[c:3]([C:11]([O:13][CH2:12][CH3:14])=[O:15])[cH:4][n:5][c:6]2[n:7]1[CH2:8][CH2:9][CH2:10]2.[OH2:16]>>[O:1]=[c:2]1[c:3]([C:11](=[O:13])[NH:17][NH2:18])[cH:4][n:5][c:6]2[n:7]1[CH2:8][CH2:9][CH2:10]2. Starting materials: CC=CO, CCOC(=O)N=NC(=O)OCC, C1CCOC1, CCC(OC)(c1cccc(O)c1)c1nccs1, c1ccc(P(c2ccccc2)c2ccccc2)cc1, OCC=Cc1cccnc1. Yields the product CCC(OC)(c1cccc(OCC=Cc2cccnc2)c1)c1nccs1. As a reaction SMILES: [CH:59]([OH:60])=[CH:61][CH3:62].[O:1]=[C:2]([O:3][CH2:4][CH3:5])[N:6]=[N:7][C:8]([O:9][CH2:10][CH3:11])=[O:12].[O:63]1[CH2:64][CH2:65][CH2:66][CH2:67]1.[OH:13][c:14]1[cH:15][c:16]([C:20]([CH2:21][CH3:22])([O:23][CH3:24])[c:25]2[s:26][cH:27][cH:28][n:29]2)[cH:17][cH:18][cH:19]1.[c:30]1([P:31]([c:32]2[cH:33][cH:34][cH:35][cH:36][cH:37]2)[c:38]2[cH:39][cH:40][cH:41][cH:42][cH:43]2)[cH:44][cH:45][cH:46][cH:47][cH:48]1.[n:49]1[cH:50][c:51]([CH:55]=[CH:56][CH2:57][OH:58])[cH:52][cH:53][cH:54]1>>[O:13]([c:14]1[cH:15][c:16]([C:20]([CH2:21][CH3:22])([O:23][CH3:24])[c:25]2[s:26][cH:27][cH:28][n:29]2)[cH:17][cH:18][cH:19]1)[CH2:57][CH:56]=[CH:55][c:51]1[cH:50][n:49][cH:54][cH:53][cH:52]1. Reactants: O (Water), C1(CCCC1)CNC(=O)C1=CC=C2C(=CNC2=C1)C=O (6-(N-cyclopentylmethylcarbamoyl)-3-formylindole), BrCC1=C(C=C(C(=O)OC(C)(C)C)C=C1)OC (t-butyl 4-bromomethyl-3-methoxybenzoate), C([O-])([O-])=O.[K+].[K+] (potassium carbonate). Solvent: CN(C=O)C (N,N-dimethylformamide). Reaction conditions: time 48 hour. Yields the product C1(CCCC1)CNC(=O)C1=CC=C2C(=CN(C2=C1)CC1=C(C=C(C(=O)OC(C)(C)C)C=C1)OC)C=O (t-butyl 4-[6-(N-cyclopentylmethylcarbamoyl)-3-formylindol-1-ylmethyl]-3-methoxybenzoate). The yield is 71.9%. As a reaction SMILES: [CH:1]1([CH2:6][NH:7][C:8]([C:10]2[CH:18]=[C:17]3[C:13]([C:14]([CH:19]=[O:20])=[CH:15][NH:16]3)=[CH:12][CH:11]=2)=[O:9])[CH2:5][CH2:4][CH2:3][CH2:2]1.Br[CH2:22][C:23]1[CH:35]=[CH:34][C:26]([C:27]([O:29][C:30]([CH3:33])([CH3:32])[CH3:31])=[O:28])=[CH:25][C:24]=1[O:36][CH3:37].C(=O)([O-])[O-].[K+].[K+].O>CN(C)C=O>[CH:1]1([CH2:6][NH:7][C:8]([C:10]2[CH:18]=[C:17]3[C:13]([C:14]([CH:19]=[O:20])=[CH:15][N:16]3[CH2:22][C:23]3[CH:35]=[CH:34][C:26]([C:27]([O:29][C:30]([CH3:33])([CH3:31])[CH3:32])=[O:28])=[CH:25][C:24]=3[O:36][CH3:37])=[CH:12][CH:11]=2)=[O:9])[CH2:5][CH2:4][CH2:3][CH2:2]1 |f:2.3.4|. Reported procedure: A mixture of 6-(N-cyclopentylmethylcarbamoyl)-3-formylindole (0.92 g), t-butyl 4-bromomethyl-3-methoxybenzoate (1.2 g), and potassium carbonate (0.7 g) in N,N-dimethylformamide (17 ml) was stirred for 48 hours under a nitrogen atmosphere. Water was added to give a precipitate which was collected by filtration and dried to yield t-butyl 4-[6-(N-cyclopentylmethylcarbamoyl)-3-formylindol-1-ylmethyl]-3-methoxybenzoate (1.2 g, 71%) as an ivory powder; mp 134°-135°. The reactants are C([O-])([O-])=O.[Na+].[Na+] (sodium carbonate), C(C)(=O)[O-].[Na+] (sodium acetate), C(C)OCOCC (formaldehyde diethyl acetal), P(=O)(Cl)(Cl)Cl (phosphoryl chloride), C[C@@]12C(CC[C@H]1[C@@H]1CCC3=CC(CC[C@]3(C)[C@H]1CC2)=O)=O (androst-4-ene-3,17-dione). Run in C(Cl)(Cl)Cl (chloroform). The product is C=C1C[C@H]2[C@@H]3CCC([C@@]3(C)CC[C@@H]2[C@]2(CCC(C=C12)=O)C)=O (6-methylenandrost-4-ene-3,17-dione). Yield: 60.0%. As a reaction SMILES: [C:1]([O-])(=O)C.[Na+].C(OCOCC)C.P(Cl)(Cl)(Cl)=O.[CH3:18][C@:19]12[CH2:36][CH2:35][C@H:34]3[C@@H:24]([CH2:25][CH2:26][C:27]4[C@:32]3([CH3:33])[CH2:31][CH2:30][C:29](=[O:37])[CH:28]=4)[C@@H:23]1[CH2:22][CH2:21][C:20]2=[O:38].C(=O)([O-])[O-].[Na+].[Na+]>C(Cl)(Cl)Cl>[CH2:1]=[C:26]1[C:27]2[C@:32]([CH3:33])([CH2:31][CH2:30][C:29](=[O:37])[CH:28]=2)[C@@H:34]2[C@H:24]([C@H:23]3[C@@:19]([CH2:36][CH2:35]2)([CH3:18])[C:20](=[O:38])[CH2:21][CH2:22]3)[CH2:25]1 |f:0.1,5.6.7|. Procedure: A mixture of sodium acetate (1 g), anhydrous chloroform (30 ml), formaldehyde diethyl acetal (30 ml, 0.24 mol), phosphoryl chloride (3.8 ml, 0.04 mol), and androst-4-ene-3,17-dione (0.78 g, 2.7 mmol) was stirred at reflux for about 7 hours, i.e. until the starting material had disappeared. The suspension was allowed to cool and under vigorous stirring a saturated sodium carbonate solution was added dropwise until the pH of the aqueous layer became alkaline. The organic layer was separated, neutr...